From a dataset of the Open Reaction Database (ORD), a public repository of structured organic reaction records. describe an organic reaction: reactants, conditions, products, and yield Starting materials: [BH4-], CC(=O)O, CO, NC(=O)CCc1ccc([N+](=O)[O-])cc1, [Na+], C1COCCO1. Product: NCCCc1ccc([N+](=O)[O-])cc1. Reaction SMILES: [BH4-:15].[CH3:17][C:18](=[O:19])[OH:20].[CH3:21][OH:22].[N+:1](=[O:2])([O-:3])[c:4]1[cH:5][cH:6][c:7]([CH2:10][CH2:11][C:12](=[O:13])[NH2:14])[cH:8][cH:9]1.[Na+:16].[O:23]1[CH2:24][CH2:25][O:26][CH2:27][CH2:28]1>>[N+:1](=[O:2])([O-:3])[c:4]1[cH:5][cH:6][c:7]([CH2:10][CH2:11][CH2:12][NH2:14])[cH:8][cH:9]1. Starting materials: C(C1=CC=CC=C1)N1C(CN(CC1)C(=O)OC(C)(C)C)C(F)F (tert-butyl 4-benzyl-3-(difluoromethyl)piperazine-1-carboxylate), [H][H] (hydrogen). The reagents and catalysts are [Pd] (Palladium on carbon), [OH-].[OH-].[Pd+2] (Pd(OH)2 on charcoal). Solvent: CO (methanol). The product is FC(C1CN(CCN1)C(=O)OC(C)(C)C)F (tert-butyl 3-(difluoromethyl)piperazine-1-carboxylate). Yield: 97.1%. Reaction SMILES: C([N:8]1[CH2:13][CH2:12][N:11]([C:14]([O:16][C:17]([CH3:20])([CH3:19])[CH3:18])=[O:15])[CH2:10][CH:9]1[CH:21]([F:23])[F:22])C1C=CC=CC=1.[H][H]>[Pd].CO.[OH-].[OH-].[Pd+2]>[F:23][CH:21]([F:22])[CH:9]1[NH:8][CH2:13][CH2:12][N:11]([C:14]([O:16][C:17]([CH3:19])([CH3:18])[CH3:20])=[O:15])[CH2:10]1 |f:4.5.6|. Reported procedure: 10% Palladium on carbon (65 mg, 0.061 mmol) was added to a solution of tert-butyl 4-benzyl-3-(difluoromethyl)piperazine-1-carboxylate (0.20 g, 0.61 mmol, racemic from Step 3) in methanol (15 mL). The suspension was stirred under an atmosphere of hydrogen provided by a balloon. When the reaction showed no progress, 20% Pd(OH)2 on charcoal (47 mg, 0.061 mmol) was added and the suspension was shaken under 50-55 psi hydrogen for 2 h. The mixture was filtered and solvent removed in vacuo to afford pr...